Dataset: the Open Reaction Database (ORD), a public repository of structured organic reaction records. Task: describe an organic reaction: reactants, conditions, products, and yield Reactants: O=Cc1ccc(OCc2ccccc2)c(Cl)c1, ClCCl, O=C(OO)c1cccc(Cl)c1. Yields the product Oc1ccc(OCc2ccccc2)c(Cl)c1. Reaction SMILES: [CH2:1]([c:2]1[cH:3][cH:4][cH:5][cH:6][cH:7]1)[O:8][c:9]1[c:10]([Cl:17])[cH:11][c:12]([CH:13]=[O:14])[cH:15][cH:16]1.[Cl:29][CH2:30][Cl:31].[OH:18][O:19][C:20]([c:21]1[cH:22][c:23]([Cl:24])[cH:25][cH:26][cH:27]1)=[O:28]>>[CH2:1]([c:2]1[cH:3][cH:4][cH:5][cH:6][cH:7]1)[O:8][c:9]1[c:10]([Cl:17])[cH:11][c:12]([OH:18])[cH:15][cH:16]1. The reactants are CCO, [Cl-], [Fe], [NH4+], O, COc1ccc(CN2C(=O)CC3CCC(Nc4c([N+](=O)[O-])cnc5c4ccn5S(=O)(=O)c4ccccc4)CC32)c(OC)c1. Product: COc1ccc(CN2C(=O)CC3CCC(Nc4c(N)cnc5c4ccn5S(=O)(=O)c4ccccc4)CC32)c(OC)c1. As a reaction SMILES: [CH3:47][CH2:48][OH:49].[Cl-:44].[Fe:50].[NH4+:45].[OH2:46].[c:1]1([S:7](=[O:8])(=[O:9])[n:10]2[cH:11][cH:12][c:13]3[c:14]2[n:15][cH:16][c:17]([N+:41]([O-:42])=[O:43])[c:18]3[NH:19][CH:20]2[CH2:21][CH2:22][CH:23]3[CH2:24][C:25](=[O:40])[N:26]([CH2:29][c:30]4[c:31]([O:38][CH3:39])[cH:32][c:33]([O:36][CH3:37])[cH:34][cH:35]4)[CH:27]3[CH2:28]2)[cH:2][cH:3][cH:4][cH:5][cH:6]1>>[c:1]1([S:7](=[O:8])(=[O:9])[n:10]2[cH:11][cH:12][c:13]3[c:14]2[n:15][cH:16][c:17]([NH2:41])[c:18]3[NH:19][CH:20]2[CH2:21][CH2:22][CH:23]3[CH2:24][C:25](=[O:40])[N:26]([CH2:29][c:30]4[c:31]([O:38][CH3:39])[cH:32][c:33]([O:36][CH3:37])[cH:34][cH:35]4)[CH:27]3[CH2:28]2)[cH:2][cH:3][cH:4][cH:5][cH:6]1. Product: COc1ncc(Cl)c(NN)n1. The reactants are CO, COc1ncc(Cl)c(OC)n1, NN, O, O. Reaction SMILES: [CH3:16][OH:17].[Cl:1][c:2]1[c:3]([O:10][CH3:11])[n:4][c:5]([O:8][CH3:9])[n:6][cH:7]1.[NH2:13][NH2:14].[OH2:12].[OH2:15]>>[Cl:1][c:2]1[c:3]([NH:13][NH2:14])[n:4][c:5]([O:8][CH3:9])[n:6][cH:7]1. Starting materials: C1CCOC1, COCCO, CC(C)OC(=O)N=NC(=O)OC(C)C, O=C1c2ccccc2C(=O)N1O, c1ccc(P(c2ccccc2)c2ccccc2)cc1. Product: COCCON1C(=O)c2ccccc2C1=O. RXN SMILES: [CH2:51]1[O:52][CH2:53][CH2:54][CH2:55]1.[CH3:1][O:2][CH2:3][CH2:4][OH:5].[O:37]=[C:38]([O:39][CH:40]([CH3:41])[CH3:42])[N:43]=[N:44][C:45]([O:46][CH:47]([CH3:48])[CH3:49])=[O:50].[OH:6][N:7]1[C:8](=[O:17])[c:9]2[c:10]([cH:13][cH:14][cH:15][cH:16]2)[C:11]1=[O:12].[c:18]1([P:19]([c:20]2[cH:21][cH:22][cH:23][cH:24][cH:25]2)[c:26]2[cH:27][cH:28][cH:29][cH:30][cH:31]2)[cH:32][cH:33][cH:34][cH:35][cH:36]1>>[CH3:1][O:2][CH2:3][CH2:4][O:5][N:7]1[C:8](=[O:17])[c:9]2[c:10]([cH:13][cH:14][cH:15][cH:16]2)[C:11]1=[O:12]. Reactants: CN(C)C=O, [H-], CCOC(=O)c1cc(N)c2c(Cl)cc(Cl)cc2n1, [Na+], O=C(Cl)N(c1ccccc1)c1ccccc1. Yields the product CCOC(=O)c1cc(NC(=O)N(c2ccccc2)c2ccccc2)c2c(Cl)cc(Cl)cc2n1. As a reaction SMILES: [CH3:37][N:38]([CH3:39])[CH:40]=[O:41].[H-:35].[NH2:1][c:2]1[cH:3][c:4]([C:14](=[O:15])[O:16][CH2:17][CH3:18])[n:5][c:6]2[cH:7][c:8]([Cl:13])[cH:9][c:10]([Cl:12])[c:11]12.[Na+:36].[c:19]1([N:25]([C:26](=[O:27])[Cl:28])[c:29]2[cH:30][cH:31][cH:32][cH:33][cH:34]2)[cH:20][cH:21][cH:22][cH:23][cH:24]1>>[NH:1]([c:2]1[cH:3][c:4]([C:14](=[O:15])[O:16][CH2:17][CH3:18])[n:5][c:6]2[cH:7][c:8]([Cl:13])[cH:9][c:10]([Cl:12])[c:11]12)[C:26]([N:25]([c:19]1[cH:20][cH:21][cH:22][cH:23][cH:24]1)[c:29]1[cH:30][cH:31][cH:32][cH:33][cH:34]1)=[O:27].